Dataset: the Open Reaction Database (ORD), a public repository of structured organic reaction records. Task: describe an organic reaction: reactants, conditions, products, and yield Reactants: FC(C1=CC=C(CN2N=C3N(N=CC(=C3C3=CC=C(C=C3)Cl)C3=CC=C(C=C3)Cl)C2=O)C=C1)(F)F (2-(4-(trifluoromethyl)benzyl)-7,8-bis(4-chlorophenyl)-[1,2,4]triazolo[4,3-b]pyridazin-3(2H)-one), C[Mg]Br (methyl magnesium bromide), CO (MeOH). Run in C1CCOC1 (THF). Reaction conditions: temperature -20 celsius, time 30 minute. Product: FC(C1=CC=C(CN2N=C3N(NC(C(=C3C3=CC=C(C=C3)Cl)C3=CC=C(C=C3)Cl)C)C2=O)C=C1)(F)F (2-(4-(Trifluoromethyl)benzyl)-7,8-bis(4-chlorophenyl)-6-methyl-5,6-dihydro-[1,2,4]triazolo[4,3-b]pyridazin-3(2H)-one). Isolated yield 98.6%. Reaction SMILES: [F:1][C:2]([F:35])([F:34])[C:3]1[CH:33]=[CH:32][C:6]([CH2:7][N:8]2[C:30](=[O:31])[N:11]3[N:12]=[CH:13][C:14]([C:23]4[CH:28]=[CH:27][C:26]([Cl:29])=[CH:25][CH:24]=4)=[C:15]([C:16]4[CH:21]=[CH:20][C:19]([Cl:22])=[CH:18][CH:17]=4)[C:10]3=[N:9]2)=[CH:5][CH:4]=1.[CH3:36][Mg]Br.CO>C1COCC1>[F:35][C:2]([F:1])([F:34])[C:3]1[CH:33]=[CH:32][C:6]([CH2:7][N:8]2[C:30](=[O:31])[N:11]3[NH:12][CH:13]([CH3:36])[C:14]([C:23]4[CH:28]=[CH:27][C:26]([Cl:29])=[CH:25][CH:24]=4)=[C:15]([C:16]4[CH:17]=[CH:18][C:19]([Cl:22])=[CH:20][CH:21]=4)[C:10]3=[N:9]2)=[CH:5][CH:4]=1. Reported procedure: To a solution of 2-(4-(trifluoromethyl)benzyl)-7,8-bis(4-chlorophenyl)-[1,2,4]triazolo[4,3-b]pyridazin-3(2H)-one, (250 mg, 0.485 mmol), prepared as described in Example 17, in THF (4 mL) at −20° C. was added methyl magnesium bromide (0.81 mL, 2.43 mmol, 3.0 M in Et2O). The reaction was stirred at −20° C. for 30 min. LC-MS showed that the reaction was complete. To the reaction mixture was added 20 mL of MeOH to quench the reaction. The reaction was allowed to warm to RT and the solvent was evapor... Reactants: CC1(C(C(CC1)(C)C)CBr)C (2,2,5,5-Tetramethyl-1-cyclopentylmethyl bromide), [Mg] (magnesium), Grignard reagent, alkyl bromide, [Mg] (magnesium), C(=O)(OC(C)(C)C)N[C@H](C)C=O (N-Boc-D-alaninal). Run in CCOCC (ether). Conditions: time 8 hour. The product is C(=O)(OC(C)(C)C)NC(C)C=CC1C(CCC1(C)C)(C)C (N-Boc-2-amino-4-(2,2,5,5-tetramethyl-1-cyclopentyl)-3-butene). Reaction SMILES: [CH3:1][C:2]1([CH3:11])[CH2:6][CH2:5][C:4]([CH3:8])([CH3:7])[CH:3]1[CH2:9]Br.[Mg].[C:13]([NH:20][C@@H:21]([CH:23]=O)[CH3:22])([O:15][C:16]([CH3:19])([CH3:18])[CH3:17])=[O:14]>CCOCC>[C:13]([NH:20][CH:21]([CH:23]=[CH:9][CH:3]1[C:2]([CH3:11])([CH3:1])[CH2:6][CH2:5][C:4]1([CH3:8])[CH3:7])[CH3:22])([O:15][C:16]([CH3:17])([CH3:18])[CH3:19])=[O:14]. Procedure: A solution of 2,2,5,5-Tetramethyl-1-cyclopentylmethyl bromide in ether is added slowly to magnesium turnings until the Grignard reagent begins to form. The remainder of the alkyl bromide is then added and the mixture stirred until all the magnesium has dissolved. At 0° C. a solution of N-Boc-D-alaninal is then added and the mixture is stirred overnight. The reaction is quenched with 1M HCl, extracted with ether and the extracts are evaporated. The residue is dissolved in dioxane and 2M H2SO4 is ... The reactants are BrCC1(CC1)CC#N ([1-(bromomethyl)cyclopropyl]acetonitrile), BrC=1C=CC=C2C=C(NC12)C (7-bromo-2-methyl-1H-indole), C(C)[Mg]Br (Ethyl magnesium bromide). The solvent is C1(=CC=CC=C1)C (toluene). Run at temperature 100 celsius, time 80 minute. Yields the product BrC=1C=CC=C2C(=C(NC12)C)CC1(CC1)CC#N ({1-[(7-bromo-2-methyl-1H-indol-3-yl)methyl]cyclopropyl}acetonitrile). Isolated yield 53.6%. RXN SMILES: C([Mg]Br)C.Br[CH2:6][C:7]1([CH2:10][C:11]#[N:12])[CH2:9][CH2:8]1.[Br:13][C:14]1[CH:15]=[CH:16][CH:17]=[C:18]2[C:22]=1[NH:21][C:20]([CH3:23])=[CH:19]2>C1(C)C=CC=CC=1>[Br:13][C:14]1[CH:15]=[CH:16][CH:17]=[C:18]2[C:22]=1[NH:21][C:20]([CH3:23])=[C:19]2[CH2:6][C:7]1([CH2:10][C:11]#[N:12])[CH2:9][CH2:8]1. Reported procedure: Ethyl magnesium bromide (3.0M diethyl ether solution, 72 mL) was slowly added dropwise under an argon atmosphere and ice-cooling to a solution of [1-(bromomethyl)cyclopropyl]acetonitrile (15 g) and 7-bromo-2-methyl-1H-indole (45 g) in toluene (250 mL), followed by stirring at 100° C. for 80 minutes. The reaction mixture was cooled to room temperature; quenched with a saturated aqueous ammonium chloride solution, diluted with water; and extracted with ethyl acetate. The organic layer was washed s... Starting materials: CC(=O)[O-], CC(=O)[O-], Cc1ccc(B(O)O)cc1, ClCCl, [Cu+2], CC(C)N1CCN(C(=O)c2ccc3[nH]c(C(=O)N4CCC(F)(F)CC4)cc3c2)CC1, c1ccncc1. Product: Cc1ccc(-n2c(C(=O)N3CCC(F)(F)CC3)cc3cc(C(=O)N4CCN(C(C)C)CC4)ccc32)cc1. Reaction SMILES: [C:50]([O-:51])(=[O:52])[CH3:53].[C:55]([O-:56])(=[O:57])[CH3:58].[CH3:31][c:32]1[cH:33][cH:34][c:35]([B:38]([OH:39])[OH:40])[cH:36][cH:37]1.[Cl:47][CH2:48][Cl:49].[Cu+2:54].[F:1][C:2]1([F:30])[CH2:3][CH2:4][N:5]([C:8](=[O:9])[c:10]2[nH:11][c:12]3[cH:13][cH:14][c:15]([C:19](=[O:20])[N:21]4[CH2:22][CH2:23][N:24]([CH:27]([CH3:28])[CH3:29])[CH2:25][CH2:26]4)[cH:16][c:17]3[cH:18]2)[CH2:6][CH2:7]1.[cH:41]1[cH:42][cH:43][n:44][cH:45][cH:46]1>>[F:1][C:2]1([F:30])[CH2:3][CH2:4][N:5]([C:8](=[O:9])[c:10]2[n:11](-[c:35]3[cH:34][cH:33][c:32]([CH3:31])[cH:37][cH:36]3)[c:12]3[cH:13][cH:14][c:15]([C:19](=[O:20])[N:21]4[CH2:22][CH2:23][N:24]([CH:27]([CH3:28])[CH3:29])[CH2:25][CH2:26]4)[cH:16][c:17]3[cH:18]2)[CH2:6][CH2:7]1. Yields the product Br.OC=1C(=CC2=C([C@H]3[C@H](N(CC2)C)CC2=CC=CC=C23)C1)Cl (trans-5,6,7,7a,8,12b-Hexahydro-2-hydroxy-3-chloro-7-methyl-benz[d]indeno[2,1-b]azepine hydrobromide). Run in C(Cl)Cl (methylene chloride). Reaction SMILES: C[O:2][C:3]1[C:4]([Cl:22])=[CH:5][C:6]2[CH2:12][CH2:11][N:10]([CH3:13])[C@@H:9]3[CH2:14][C:15]4[C:20]([C@H:8]3[C:7]=2[CH:21]=1)=[CH:19][CH:18]=[CH:17][CH:16]=4.B(Br)(Br)[Br:24]>C(Cl)Cl>[BrH:24].[OH:2][C:3]1[C:4]([Cl:22])=[CH:5][C:6]2[CH2:12][CH2:11][N:10]([CH3:13])[C@@H:9]3[CH2:14][C:15]4[C:20]([C@H:8]3[C:7]=2[CH:21]=1)=[CH:19][CH:18]=[CH:17][CH:16]=4 |f:3.4|. Procedure: A solution of 147 mg (0.47 mmol) of Compound Q from Step F above in 10 mL methylene chloride at -78° C. was treated with 90 mL boron tribromide, and the mixture was stirred for 4 hours while coming to room temperature. The reaction was quenched with 10 mL dry methanol and stirred for 10 minutes. The solvent was evaporated under reduced pressure, and the residue was treated with a second 10 mL portion of methanol. After 10 minutes, the solvent was evaporated at 10 mm Hg and 50° C. for 45 minutes ... Reaction conditions: time 4 hour. The reactants are COC=1C(=CC2=C([C@H]3[C@H](N(CC2)C)CC2=CC=CC=C23)C1)Cl (trans-5,6,7,7a,8,12b-hexahydro-2-methoxy-3-chloro-7-methyl-benz[d]indeno[2,1-b]azepine), B(Br)(Br)Br (boron tribromide). The yield is 100.0%.